This data is from the Open Reaction Database (ORD), a public repository of structured organic reaction records. The task is: describe an organic reaction: reactants, conditions, products, and yield Starting materials: ClC1=NC2=NC=CC=C2C2=C1C=CC(=C2)Cl (6,9-Dichloro-benzo[c][1,8]naphthyridine), ClC=1C=C(N)C=CC1F (3-chloro-4-fluoroaniline), C(C)(C)O (isopropanol). Conditions: temperature 120 celsius, time 8 hour. The product is ClC1=CC2=C(C(=NC3=NC=CC=C23)NC2=CC(=CC=C2)C#C)C=C1 ((9-Chloro-benzo[c][1,8]naphthyridin-6-yl)-(3-ethynyl-phenyl)-amine). The yield is 63.0%. Reaction SMILES: Cl[C:2]1[C:11]2[CH:12]=[CH:13][C:14]([Cl:16])=[CH:15][C:10]=2[C:9]2[C:4](=[N:5][CH:6]=[CH:7][CH:8]=2)[N:3]=1.Cl[C:18]1[CH:19]=[C:20]([CH:22]=[CH:23][C:24]=1F)[NH2:21].[CH:26](O)(C)[CH3:27]>>[Cl:16][C:14]1[CH:13]=[CH:12][C:11]2[C:2]([NH:21][C:20]3[CH:22]=[CH:23][CH:24]=[C:18]([C:26]#[CH:27])[CH:19]=3)=[N:3][C:4]3[C:9]([C:10]=2[CH:15]=1)=[CH:8][CH:7]=[CH:6][N:5]=3. Procedure: 6,9-Dichloro-benzo[c][1,8]naphthyridine (20 mg, 0.08 mmol), and 3-chloro-4-fluoroaniline (24 mg, 0.16 mmol) were suspended in isopropanol (2 mL) and stirred overnight at 120° C. The reaction solution was cooled to room temperature, and the resulting precipitate was filtered, washed with isopropanol, and dried under vacuum to provide 57 (18 mg, 63% yield) as a yellow solid. LC-MS (M+H=358, obsd.=358). 1H NMR (400 MHz, d6-DMSO): δ 10.75 (s, 1H), 9.63 (dd, 1H), 9.07 (d, 1H), 8.99 (d, 1H), 8.86 (dd,... Reactants: C(C)(=O)OCC=1CS[C@H]2N(C1C(=O)OC(C)(C)C)C([C@H]2NC(C(C2=CC=CC=C2)=NO)=O)=O (t-butyl 3-acetoxymethyl-7β-[2-hydroxyimino-2-phenylacetamido]-ceph-3-em-4-carboxylate). The solvent is FC(C(=O)O)(F)F (trifluoroacetic acid). Run at time 10 minute. Product: C(C)(=O)OCC=1CS[C@H]2N(C1C(=O)O)C([C@H]2NC(C(C2=CC=CC=C2)=NO)=O)=O (3-acetoxymethyl-7β-[2-hydroxyimino-2-phenylacetamido]-ceph-3-em-4-carboxylic acid). Isolated yield 40.3%. As a reaction SMILES: [C:1]([O:4][CH2:5][C:6]1[CH2:7][S:8][C@@H:9]2[C@H:20]([NH:21][C:22](=[O:32])[C:23](=[N:30][OH:31])[C:24]3[CH:29]=[CH:28][CH:27]=[CH:26][CH:25]=3)[C:19](=[O:33])[N:10]2[C:11]=1[C:12]([O:14]C(C)(C)C)=[O:13])(=[O:3])[CH3:2]>FC(F)(F)C(O)=O>[C:1]([O:4][CH2:5][C:6]1[CH2:7][S:8][C@@H:9]2[C@H:20]([NH:21][C:22](=[O:32])[C:23](=[N:30][OH:31])[C:24]3[CH:29]=[CH:28][CH:27]=[CH:26][CH:25]=3)[C:19](=[O:33])[N:10]2[C:11]=1[C:12]([OH:14])=[O:13])(=[O:3])[CH3:2]. Procedure: A solution of t-butyl 3-acetoxymethyl-7β-[2-hydroxyimino-2-phenylacetamido]-ceph-3-em-4-carboxylate (syn-isomer) (1.45 g.) in trifluoroacetic acid (25 ml.) was allowed to stand at room temperature for 10 minutes. The trifluoroacetic acid was evaporated under reduced pressure, the residue dissolved in ether (50 ml.) and extracted with saturated aqueous sodium bicarbonate. The combined aqueous extracts were acidified (2 N hydrochloric acid) and extracted with ethyl acetate. The combined extracts w... Starting materials: CO, CCOC(C)=O, CCOC(=O)c1cccc(Nc2ccc(-c3cccc(CNCC(=O)c4ccc5cc(OCOCCOC)ccc5c4)c3)cc2)c1, C1CCOC1, O=S(=O)(O)O. The product is CCOC(=O)c1cccc(Nc2ccc(-c3cccc(CNCC(=O)c4ccc5cc(O)ccc5c4)c3)cc2)c1. As a reaction SMILES: [CH3:52][OH:53].[CH3:59][CH2:60][O:61][C:62](=[O:63])[CH3:64].[CH3:6][O:7][CH2:8][CH2:9][O:10][CH2:11][O:12][c:13]1[cH:14][c:15]2[cH:16][cH:17][c:18]([C:23](=[O:24])[CH2:25][NH:26][CH2:27][c:28]3[cH:29][c:30](-[c:34]4[cH:35][cH:36][c:37]([NH:40][c:41]5[cH:42][c:43]([C:44](=[O:45])[O:46][CH2:47][CH3:48])[cH:49][cH:50][cH:51]5)[cH:38][cH:39]4)[cH:31][cH:32][cH:33]3)[cH:19][c:20]2[cH:21][cH:22]1.[O:54]1[CH2:55][CH2:56][CH2:57][CH2:58]1.[S:1](=[O:2])(=[O:3])([OH:4])[OH:5]>>[OH:12][c:13]1[cH:14][c:15]2[cH:16][cH:17][c:18]([C:23](=[O:24])[CH2:25][NH:26][CH2:27][c:28]3[cH:29][c:30](-[c:34]4[cH:35][cH:36][c:37]([NH:40][c:41]5[cH:42][c:43]([C:44](=[O:45])[O:46][CH2:47][CH3:48])[cH:49][cH:50][cH:51]5)[cH:38][cH:39]4)[cH:31][cH:32][cH:33]3)[cH:19][c:20]2[cH:21][cH:22]1. The reactants are C1(=CC=CC=C1)[Mg]Br (phenylmagnesium bromide), COC=1C=C(C=CC1OC)C(/C=C/C(=O)OCC)=O (ethyl (E)-4-(3,4-dimethoxyphenyl)-4-oxo-2-butenoate), [Cl-].[NH4+] (ammonium chloride). The solvent is O1CCCC1 (tetrahydrofuran), O1CCCC1 (tetrahydrofuran). Conditions: temperature 10 celsius, time 1 hour. Yields the product COC=1C=C(C=CC1OC)C(\C=C\C(=O)C1=CC=CC=C1)=O ((E)-1-(3,4-dimethoxyphenyl)-4-phenyl-2-butene-1,4-dione). Yield: 78.0%. Reaction SMILES: [CH3:1][O:2][C:3]1[CH:4]=[C:5]([C:11](=[O:19])/[CH:12]=[CH:13]/[C:14]([O:16]CC)=O)[CH:6]=[CH:7][C:8]=1[O:9][CH3:10].[C:20]1([Mg]Br)[CH:25]=[CH:24][CH:23]=[CH:22][CH:21]=1.[Cl-].[NH4+]>O1CCCC1>[CH3:1][O:2][C:3]1[CH:4]=[C:5]([C:11](=[O:19])/[CH:12]=[CH:13]/[C:14]([C:20]2[CH:25]=[CH:24][CH:23]=[CH:22][CH:21]=2)=[O:16])[CH:6]=[CH:7][C:8]=1[O:9][CH3:10] |f:2.3|. Reported procedure: Into a 200 ml four-neck flask were added 10 g (0.038 mol) of ethyl (E)-4-(3,4-dimethoxyphenyl)-4-oxo-2-butenoate obtained in Example 1 and 50 ml of tetrahydrofuran under a nitrogen atmosphere, and 22.5 ml (0.045 mol) of a tetrahydrofuran solution of 32% phenylmagnesium bromide was slowly added dropwise so as to maintain inner temperature at 10° C. or lower. Then, after 1 hour of stirring at room temperature, the whole was again cooled and 50 ml of a 5% ammonium chloride aqueous solution was adde... Reactants: Cl (Hydrogen chloride), Cl.C(C)(C)(C)OC(=O)N1CCNC(CC1)=N (1-(tert-Butoxycarbonyl)-5-iminohexahydro-(1H)-1,4-diazepine hydrochloride). The solvent is C(C)(=O)OCC (ethyl acetate). Reaction conditions: time 8 hour. The product is Cl.Cl.N=C1NCCNCC1 (hexahydro-5-imino-(1H)-1,4-diazepine dihydrochloride). The yield is 94.8%. RXN SMILES: [ClH:1].Cl.C(OC([N:10]1[CH2:16][CH2:15][C:14](=[NH:17])[NH:13][CH2:12][CH2:11]1)=O)(C)(C)C>C(OCC)(=O)C>[ClH:1].[ClH:1].[NH:17]=[C:14]1[CH2:15][CH2:16][NH:10][CH2:11][CH2:12][NH:13]1 |f:1.2,4.5.6|. Procedure details: Hydrogen chloride gas (2.0 g, 55 mmol) was bubbled into 15 mL of ethyl acetate at 0° C. over 3 min. 1-(tert-Butoxycarbonyl)-5-iminohexahydro-(1H)-1,4-diazepine hydrochloride (85 mg, 0.34 mmol ) was added and mixture was stirred at room overnight. Removal of solvent and hydrogen chloride in vacuo gave 60 mg (95%) of hexahydro-5-imino-(1H)-1,4-diazepine dihydrochloride as a yellow solid. Reactants: C(#N)C1=CC(=C(C=C1)NC(=O)C1C(C2(C(N1)CC(C)(C)C)C(NC1=CC(=CC=C12)Cl)=O)C1=C(C(=CC=C1)Cl)F)OC(F)(F)F (rac-(2′S,3′R,4′S,5′R)-6-chloro-4′-(3-chloro-2-fluoro-phenyl)-2′-(2,2-dimethyl-propyl)-2-oxo-1,2-dihydro-spiro[indole-3,3′-pyrrolidine]-5′-carboxylic acid (4-cyano-2-trifluoromethoxy-phenyl)-amide), OO (H2O2), [OH-].[Na+] (NaOH). Run in CS(=O)C (DMSO). Reaction conditions: temperature 10 celsius, time 1 hour. Yields the product C(N)(=O)C1=CC(=C(C=C1)NC(=O)C1C(C2(C(N1)CC(C)(C)C)C(NC1=CC(=CC=C12)Cl)=O)C1=C(C(=CC=C1)Cl)F)OC(F)(F)F (rac-(2′S,3′R,4′S,5′R)-6-chloro-4′-(3-chloro-2-fluoro-phenyl)-2′-(2,2-dimethyl-propyl)-2-oxo-1,2-dihydro-spiro[indole-3,3′-pyrrolidine]-5′-carboxylic acid (4-carbamoyl-2-trifluoromethoxy-phenyl)-amide). Yield: 22.5%. Reaction SMILES: [C:1]([C:3]1[CH:8]=[CH:7][C:6]([NH:9][C:10]([CH:12]2[NH:16][CH:15]([CH2:17][C:18]([CH3:21])([CH3:20])[CH3:19])[C:14]3([C:29]4[C:24](=[CH:25][C:26]([Cl:30])=[CH:27][CH:28]=4)[NH:23][C:22]3=[O:31])[CH:13]2[C:32]2[CH:37]=[CH:36][CH:35]=[C:34]([Cl:38])[C:33]=2[F:39])=[O:11])=[C:5]([O:40][C:41]([F:44])([F:43])[F:42])[CH:4]=1)#[N:2].[OH:45]O.[OH-].[Na+]>CS(C)=O>[C:1]([C:3]1[CH:8]=[CH:7][C:6]([NH:9][C:10]([CH:12]2[NH:16][CH:15]([CH2:17][C:18]([CH3:21])([CH3:20])[CH3:19])[C:14]3([C:29]4[C:24](=[CH:25][C:26]([Cl:30])=[CH:27][CH:28]=4)[NH:23][C:22]3=[O:31])[CH:13]2[C:32]2[CH:37]=[CH:36][CH:35]=[C:34]([Cl:38])[C:33]=2[F:39])=[O:11])=[C:5]([O:40][C:41]([F:42])([F:43])[F:44])[CH:4]=1)(=[O:45])[NH2:2] |f:2.3|. Reported procedure: To the solution of rac-(2′S,3′R,4′S,5′R)-6-chloro-4′-(3-chloro-2-fluoro-phenyl)-2′-(2,2-dimethyl-propyl)-2-oxo-1,2-dihydro-spiro[indole-3,3′-pyrrolidine]-5′-carboxylic acid (4-cyano-2-trifluoromethoxy-phenyl)-amide (40 mg, 0.06 mmol) prepared in Example 145 in DMSO (1 mL) at 0° C. was added an aqueous solution (30% Aldrich) of H2O2 (0.1 g, 0.9 mmol), then aqueous solution (1N) of NaOH (0.3 mL, 0.3 mmol) was added dropwise. The reaction mixture was stirred at 10° C. for 1 h. The mixture was parti... The reactants are Cl (hydrochloric acid), NC1=CC=C(C=C1)C(C(=O)NS(=O)(=O)C1=CC=C(C=C1)C(C)(C)C)OC=1C=C2C(NC(C2=CC1)=O)=O (2-(4-aminophenyl)-2-(1,3-dihydro-1,3-dioxoisoindol-5-yloxy)-N-(4-tert-butylphenylsulfonyl)acetamide), C(C)=O (acetaldehyde), C(#N)[BH3-].[Na+] (sodium cyanoborohydride). The reagents and catalysts are [Ti](Cl)(Cl)(Cl)Cl (titanium tetrachloride). Solvent: CO (methanol). Reaction conditions: time 30 hour. Yields the product C(C)NC1=CC=C(C=C1)C(C(=O)NS(=O)(=O)C1=CC=C(C=C1)C(C)(C)C)OC=1C=C2C(NC(C2=CC1)=O)=O (2-(4-ethylaminophenyl)-2-(1,3-dihydro-1,3-dioxo-isoindol-5-yloxy)-N-(4-tert-butylphenylsulfonyl)-acetamide). As a reaction SMILES: [NH2:1][C:2]1[CH:7]=[CH:6][C:5]([CH:8]([O:25][C:26]2[CH:27]=[C:28]3[C:32](=[CH:33][CH:34]=2)[C:31](=[O:35])[NH:30][C:29]3=[O:36])[C:9]([NH:11][S:12]([C:15]2[CH:20]=[CH:19][C:18]([C:21]([CH3:24])([CH3:23])[CH3:22])=[CH:17][CH:16]=2)(=[O:14])=[O:13])=[O:10])=[CH:4][CH:3]=1.[CH:37](=O)[CH3:38].C([BH3-])#N.[Na+].Cl>CO.[Ti](Cl)(Cl)(Cl)Cl>[CH2:37]([NH:1][C:2]1[CH:3]=[CH:4][C:5]([CH:8]([O:25][C:26]2[CH:27]=[C:28]3[C:32](=[CH:33][CH:34]=2)[C:31](=[O:35])[NH:30][C:29]3=[O:36])[C:9]([NH:11][S:12]([C:15]2[CH:16]=[CH:17][C:18]([C:21]([CH3:24])([CH3:22])[CH3:23])=[CH:19][CH:20]=2)(=[O:14])=[O:13])=[O:10])=[CH:6][CH:7]=1)[CH3:38] |f:2.3|. Reported procedure: A solution of 6 g of 2-(4-aminophenyl)-2-(1,3-dihydro-1,3-dioxoisoindol-5-yloxy)-N-(4-tert-butylphenylsulfonyl)acetamide and 0.5 g of titanium tetrachloride in 100 ml of methanol is treated with 1 ml of freshly distilled acetaldehyde. 4 g of sodium cyanoborohydride are then added and the mixture is stirred for 30 hours. Half-concentrated hydrochloric acid is added, the mixture is worked up in the customary manner and 2-(4-ethylaminophenyl)-2-(1,3-dihydro-1,3-dioxo-isoindol-5-yloxy)-N-(4-tert-but... The reactants are CS(C)=O, C(=NC1CCCCC1)=NC1CCCCC1, Cl, O=C(O)C(F)(F)F, c1ccncc1. Yields the product O=C(NC1CCCCC1)NC1CCCCC1. Reaction SMILES: [CH3:30][S:31]([CH3:32])=[O:33].[CH:15]1([N:21]=[C:22]=[N:23][CH:24]2[CH2:25][CH2:26][CH2:27][CH2:28][CH2:29]2)[CH2:16][CH2:17][CH2:18][CH2:19][CH2:20]1.[ClH:1].[OH:8][C:9]([C:10]([F:11])([F:12])[F:13])=[O:14].[cH:2]1[cH:3][cH:4][n:5][cH:6][cH:7]1>>[O:8]=[C:22]([NH:21][CH:15]1[CH2:16][CH2:17][CH2:18][CH2:19][CH2:20]1)[NH:23][CH:24]1[CH2:25][CH2:26][CH2:27][CH2:28][CH2:29]1.